This data is from the Open Reaction Database (ORD), a public repository of structured organic reaction records. The task is: describe an organic reaction: reactants, conditions, products, and yield Reactants: N1C(N2CCNC=3C=CC=C1C23)=O (5,6-dihydro-4H-imidazo[1,5,4-de]quinoxalin-2(1H)-one), P(=O)(Cl)(Cl)Cl (phosphoryl chloride). The product is ClC1=NC=2C=3N1CCNC3C=CC2 (2-Chloro-5,6-dihydro-4H-imidazo[1,5,4-de]quinoxaline). RXN SMILES: [NH:1]1[C:11]2[C:12]3[N:3]([CH2:4][CH2:5][NH:6][C:7]=3[CH:8]=[CH:9][CH:10]=2)[C:2]1=O.P(Cl)(Cl)([Cl:16])=O>>[Cl:16][C:2]1[N:3]2[CH2:4][CH2:5][NH:6][C:7]3[CH:8]=[CH:9][CH:10]=[C:11]([C:12]=32)[N:1]=1. Procedure details: 3 g (0.0155 mol) of 5,6-dihydro-4H-imidazo[1,5,4-de]quinoxalin-2(1H)-one in 60 ml of phosphoryl chloride are heated at the reflux temperature for 3 hours. The solvent is evaporated to dryness and the residue taken up successively in ice-cold water and in a concentrated aqueous ammonia solution. Extraction is then carried out twice with ether and the organic phases are combined, dried and evaporated to dryness. The residue is purified by chromatography on a column of silica gel, the eluent being ... Reactants: Cc1cc(Br)cc(C)n1, CC(c1ccc(B2OC(C)(C)C(C)(C)O2)cc1)N1CCC(CC(C)(C)O)(c2ccccc2)OC1=O. The product is Cc1cc(-c2ccc(C(C)N3CCC(CC(C)(C)O)(c4ccccc4)OC3=O)cc2)cc(C)n1. As a reaction SMILES: [Br:36][c:37]1[cH:38][c:39]([CH3:44])[n:40][c:41]([CH3:43])[cH:42]1.[OH:1][C:2]([CH2:3][C:4]1([c:28]2[cH:29][cH:30][cH:31][cH:32][cH:33]2)[CH2:5][CH2:6][N:7]([CH:11]([CH3:12])[c:13]2[cH:14][cH:15][c:16]([B:19]3[O:20][C:21]([CH3:22])([CH3:23])[C:24]([CH3:25])([CH3:26])[O:27]3)[cH:17][cH:18]2)[C:8](=[O:10])[O:9]1)([CH3:34])[CH3:35]>>[OH:1][C:2]([CH2:3][C:4]1([c:28]2[cH:29][cH:30][cH:31][cH:32][cH:33]2)[CH2:5][CH2:6][N:7]([CH:11]([CH3:12])[c:13]2[cH:14][cH:15][c:16](-[c:37]3[cH:38][c:39]([CH3:44])[n:40][c:41]([CH3:43])[cH:42]3)[cH:17][cH:18]2)[C:8](=[O:10])[O:9]1)([CH3:34])[CH3:35]. The reactants are 176, BrBr (bromine), C(C)(=O)O (acetic acid), [S-]C#N.[NH4+] (ammonium thiocyanate), C(C)(=O)O (acetic acid), β-acetoxyethyl ester, Be hydrochloric acid, NC1=CC=C(C(=O)O)C=C1 (p-aminobenzoic acid). The solvent is O (water). Reaction conditions: temperature 15 celsius, time 8 hour. The product is β-acetoxyethyl ester, NC=1SC2=C(N1)C=CC(=C2)C(=O)O (2-amino-benzothiazole-6-carboxylic acid). RXN SMILES: [NH2:1][C:2]1[CH:10]=[CH:9][C:5]([C:6]([OH:8])=[O:7])=[CH:4][CH:3]=1.[S-:11][C:12]#[N:13].[NH4+].C(O)(=O)C.BrBr>O>[NH2:13][C:12]1[S:11][C:3]2[CH:4]=[C:5]([C:6]([OH:8])=[O:7])[CH:9]=[CH:10][C:2]=2[N:1]=1 |f:1.2|. Reported procedure: 220 parts of the β-acetoxyethyl ester of p-aminobenzoic acid and 333 parts of ammonium thiocyanate are suspended in 1000 parts of acetic acid. The suspension is cooled to 15° C. and then a solution of 176 parts of bromine in 300 parts of acetic acid is gradually added in a period of two hours, without allowing the temperature to exceed 15° C. The mixture is stirred for an hour at 15° C. and then allowed to stand overnight and is subsequently run into 2500 parts of water containing 15 parts of 19... The reactants are NC1=C(CCCC1)C(=O)OCC (ethyl 2-aminocyclohex-1-ene-1-carboxylate), C(C)C(CNC1=C(C(=O)OCC)C=CC=N1)CC (ethyl 2-[(2-ethylbutyl)amino]nicotinate). Product: N1C(OC(C2=C1CCCC2)=O)=O (5,6,7,8-tetrahydro-2H-3,1-benzoxazine-2,4(1H)-dione). RXN SMILES: [NH2:1][C:2]1[CH2:7][CH2:6][CH2:5][CH2:4][C:3]=1[C:8]([O:10][CH2:11]C)=[O:9].C(C(CC)CNC1N=CC=CC=1C(OCC)=[O:21])C>>[NH:1]1[C:2]2[CH2:7][CH2:6][CH2:5][CH2:4][C:3]=2[C:8](=[O:9])[O:10][C:11]1=[O:21]. Procedure details: The title compound was prepared according to the procedure of Example 3B substituting ethyl 2-aminocyclohex-1-ene-1-carboxylate for the product of Example 3A (0.960 g, 97%). MS (ESI−) m/z 166 (M−H)+. Reactants: COC(C[C@@H]1COC2=C1C=CC(=C2)O[C@@H]2CCC1=C(C=CC(=C21)F)B2OC(C(O2)(C)C)(C)C)=O ({(S)-6-[(R)-7-fluoro-4-(4,4,5,5-tetramethyl-[1,3,2]dioxaborolan-2-yl)-indan-1-yloxy]-2,3-dihydro-benzofuran-3-yl}-acetic acid methyl ester), ClC1=C(C=C(C=C1C)C=1N(C=C(N1)C)C)C (2-(4-chloro-3,5-dimethyl-phenyl)-1,4-dimethyl-imidazole), BrC1=C2CC[C@H](C2=C(C=C1)F)OC1=CC2=C([C@@H](CO2)CC(=O)OC)C=C1 (Methyl 2-((S)-6-((R)-4-bromo-7-fluoro-2,3-dihydro-1H-inden-1-yloxy)-2,3-dihydrobenzofuran-3-yl)acetate). Product: COC(C[C@@H]1COC2=C1C=CC(=C2)O[C@@H]2CCC1=C(C=CC(=C21)F)C2=C(C=C(C=C2C)C=2N(C=C(N2)C)C)C)=O ({(S)-6-[(R)-4-(2,6-Dimethyl-4-(1,4-dimethyl-imidazol-2-yl)-phenyl)-7-fluoro-indan-1-yloxy]-2,3-dihydro-benzofuran-3-yl}-acetic acid methyl ester). RXN SMILES: [CH3:1][O:2][C:3](=[O:34])[CH2:4][C@H:5]1[C:9]2[CH:10]=[CH:11][C:12]([O:14][C@H:15]3[C:23]4[C:18](=[C:19](B5OC(C)(C)C(C)(C)O5)[CH:20]=[CH:21][C:22]=4[F:24])[CH2:17][CH2:16]3)=[CH:13][C:8]=2[O:7][CH2:6]1.Cl[C:36]1[C:41]([CH3:42])=[CH:40][C:39]([C:43]2[N:44]([CH3:49])[CH:45]=[C:46]([CH3:48])[N:47]=2)=[CH:38][C:37]=1[CH3:50].BrC1C=CC(F)=C2C=1CC[C@H]2OC1C=CC2[C@H](CC(OC)=O)COC=2C=1>>[CH3:1][O:2][C:3](=[O:34])[CH2:4][C@H:5]1[C:9]2[CH:10]=[CH:11][C:12]([O:14][C@H:15]3[C:23]4[C:18](=[C:19]([C:36]5[C:41]([CH3:42])=[CH:40][C:39]([C:43]6[N:44]([CH3:49])[CH:45]=[C:46]([CH3:48])[N:47]=6)=[CH:38][C:37]=5[CH3:50])[CH:20]=[CH:21][C:22]=4[F:24])[CH2:17][CH2:16]3)=[CH:13][C:8]=2[O:7][CH2:6]1. Reported procedure: The title compound is prepared from {(S)-6-[(R)-7-fluoro-4-(4,4,5,5-tetramethyl-[1,3,2]dioxaborolan-2-yl)-indan-1-yloxy]-2,3-dihydro-benzofuran-3-yl}-acetic acid methyl ester and 2-(4-chloro-3,5-dimethyl-phenyl)-1,4-dimethyl-imidazole following a procedure analogous to that described in Step 5 of Intermediate 1. LC (method 7): tR=0.98 min; Mass spectrum (ESI+): m/z=541 [M+H]+. The reactants are N1CCC(CC1)NC(=O)C1=CNC2=C1N=CN=C2C2=C(C=C(C=C2)OC)OCC2CC2 (4-(2-cyclopropylmethoxy-4-methoxy-phenyl)-5H-pyrrolo[3,2-d]pyrimidine-7-carboxylic acid piperidin-4-ylamide), ClC(=O)[C@H](C)OC(C)=O (acetic acid (S)-1-chlorocarbonyl-ethyl ester). Product: O[C@H](C(=O)N1CCC(CC1)NC(=O)C1=CNC2=C1N=CN=C2C2=C(C=C(C=C2)OC)OCC2CC2)C (4-(2-Cyclopropylmethoxy-4-methoxy-phenyl)-5H-pyrrolo[3,2-d]pyrimidine-7-carboxylic acid [1-((S)-2-hydroxy-propanoyl)piperidin-4-yl]-amide). Reaction SMILES: [NH:1]1[CH2:6][CH2:5][CH:4]([NH:7][C:8]([C:10]2[C:14]3[N:15]=[CH:16][N:17]=[C:18]([C:19]4[CH:24]=[CH:23][C:22]([O:25][CH3:26])=[CH:21][C:20]=4[O:27][CH2:28][CH:29]4[CH2:31][CH2:30]4)[C:13]=3[NH:12][CH:11]=2)=[O:9])[CH2:3][CH2:2]1.Cl[C:33]([C@@H:35]([O:37]C(=O)C)[CH3:36])=[O:34]>>[OH:37][C@@H:35]([CH3:36])[C:33]([N:1]1[CH2:2][CH2:3][CH:4]([NH:7][C:8]([C:10]2[C:14]3[N:15]=[CH:16][N:17]=[C:18]([C:19]4[CH:24]=[CH:23][C:22]([O:25][CH3:26])=[CH:21][C:20]=4[O:27][CH2:28][CH:29]4[CH2:30][CH2:31]4)[C:13]=3[NH:12][CH:11]=2)=[O:9])[CH2:5][CH2:6]1)=[O:34]. Procedure details: Starting from 4-(2-cyclopropylmethoxy-4-methoxy-phenyl)-5H-pyrrolo[3,2-d]pyrimidine-7-carboxylic acid piperidin-4-ylamide (example A152) and acetic acid (S)-1-chlorocarbonyl-ethyl ester the title compound is obtained as colorless solid. The reactants are COC(CCC1=C(C=C(C=C1)OC1=CC(=CC=C1)Br)C)=O (3-[4-(3-bromo-phenoxy)-2-methyl-phenyl]-propionic acid methyl ester), ClC1=CC=C(C=C1)O (4-chlorophenol). Product: ClC1=CC=C(OC=2C=C(OC3=CC(=C(C=C3)CCC(=O)O)C)C=CC2)C=C1 (3-{4-[3-(4-Chloro-phenoxy)-phenoxy]-2-methyl-phenyl}-propionic acid). RXN SMILES: C[O:2][C:3](=[O:21])[CH2:4][CH2:5][C:6]1[CH:11]=[CH:10][C:9]([O:12][C:13]2[CH:18]=[CH:17][CH:16]=[C:15](Br)[CH:14]=2)=[CH:8][C:7]=1[CH3:20].[Cl:22][C:23]1[CH:28]=[CH:27][C:26]([OH:29])=[CH:25][CH:24]=1>>[Cl:22][C:23]1[CH:28]=[CH:27][C:26]([O:29][C:15]2[CH:14]=[C:13]([CH:18]=[CH:17][CH:16]=2)[O:12][C:9]2[CH:10]=[CH:11][C:6]([CH2:5][CH2:4][C:3]([OH:2])=[O:21])=[C:7]([CH3:20])[CH:8]=2)=[CH:25][CH:24]=1. Procedure details: The title compound is prepared by reacting the compound of 3-[4-(3-bromo-phenoxy)-2-methyl-phenyl]-propionic acid methyl ester with 4-chlorophenol as in Example 18 to afford 0.019 g (9%). 1H NMR (400 MHz, CDCl3); HRMS (ES+) m/z exact mass calculated for C22H19O4Cl 383.1050, found 383.1033 (M+1).